This data is from the Open Reaction Database (ORD), a public repository of structured organic reaction records. The task is: describe an organic reaction: reactants, conditions, products, and yield Run in O (water). RXN SMILES: Br[CH2:2][C:3]1[CH:8]=[CH:7][CH:6]=[CH:5][C:4]=1[C:9]1[CH:14]=[CH:13][CH:12]=[CH:11][CH:10]=1.[C-]#N.[K+].C1OCCOCCOCCOCCOCCOC1.[C:36](#[N:38])C>O>[C:4]1([C:9]2[CH:14]=[CH:13][CH:12]=[CH:11][CH:10]=2)[CH:5]=[CH:6][CH:7]=[CH:8][C:3]=1[CH2:2][C:36]#[N:38] |f:1.2|. The reactants are BrCC1=C(C=CC=C1)C1=CC=CC=C1 (2-(Bromomethyl)biphenyl), [C-]#N.[K+] (potassium cyanide), C1COCCOCCOCCOCCOCCO1 (18-crown-6 ether), C(C)#N (acetonitrile). Procedure: 2-(Bromomethyl)biphenyl (1.35 g, 5.48 mmol), potassium cyanide (368 mg, 5.65 mmol), and a catalytic amount of 18-crown-6 ether were added to acetonitrile (10 ml), and the mixture was heated under reflux for 5 days. The reaction mixture was added with water and extracted with ethyl acetate. The extract was washed with saturated aqueous sodium bicarbonate solution and saturated brine, and dried over magnesium sulfate. Insoluble solids were removed by filtration, and the filtrate was concentrated u... The product is C1(=C(C=CC=C1)CC#N)C1=CC=CC=C1 (2-[1,1′-Biphenyl]-2-ylacetonitrile). Reactants: ClC1=CC=C(C=C1)C1=C(C(N(N=C1NN)CC=1C(=NC(=CC1)C(F)(F)F)C)=O)C1=CC=C(C#N)C=C1 (4-(5-(4-chlorophenyl)-6-hydrazinyl-2-((2-methyl-6-(trifluoromethyl)pyridin-3-yl)methyl)-3-oxo-2,3-dihydropyridazin-4-yl)benzonitrile), C(=O)(OC(C)(C)C)N[C@@H](C)C(=O)O (N-Boc-alanine), CCN=C=NCCCN(C)C (EDAC), C=1C=CC2=C(C1)N=NN2O (HOBT), C(C)(C)N(CC)C(C)C (diisopropyl ethyl amine). The solvent is CCOC(=O)C (EtOAc). Conditions: time 5 hour. Product: ClC1=CC=C(C=C1)C=1C(=NN(C(C1C1=CC=C(C=C1)C#N)=O)CC=1C(=NC(=CC1)C(F)(F)F)C)NNC(CNC(OC(C)(C)C)=O)=O (tert-butyl 2-(2-(4-(4-chlorophenyl)-5-(4-cyanophenyl)-1-((2-methyl-6-(trifluoromethyl)pyridin-3-yl)methyl)-6-oxo-1,6-dihydropyridazin-3-yl)hydrazinyl)-2-oxoethylcarbamate). Yield: 59.1%. As a reaction SMILES: [Cl:1][C:2]1[CH:7]=[CH:6][C:5]([C:8]2[C:13]([NH:14][NH2:15])=[N:12][N:11]([CH2:16][C:17]3[C:18]([CH3:27])=[N:19][C:20]([C:23]([F:26])([F:25])[F:24])=[CH:21][CH:22]=3)[C:10](=[O:28])[C:9]=2[C:29]2[CH:36]=[CH:35][C:32]([C:33]#[N:34])=[CH:31][CH:30]=2)=[CH:4][CH:3]=1.[C:37]([NH:44][C@H:45]([C:47](O)=[O:48])C)([O:39][C:40]([CH3:43])([CH3:42])[CH3:41])=[O:38].CCN=C=NCCCN(C)C.C1C=CC2N(O)N=NC=2C=1.C(N(C(C)C)CC)(C)C>CCOC(C)=O>[Cl:1][C:2]1[CH:7]=[CH:6][C:5]([C:8]2[C:13]([NH:14][NH:15][C:47](=[O:48])[CH2:45][NH:44][C:37](=[O:38])[O:39][C:40]([CH3:41])([CH3:42])[CH3:43])=[N:12][N:11]([CH2:16][C:17]3[C:18]([CH3:27])=[N:19][C:20]([C:23]([F:25])([F:26])[F:24])=[CH:21][CH:22]=3)[C:10](=[O:28])[C:9]=2[C:29]2[CH:30]=[CH:31][C:32]([C:33]#[N:34])=[CH:35][CH:36]=2)=[CH:4][CH:3]=1. Procedure details: To a round bottom flask was added 4-(5-(4-chlorophenyl)-6-hydrazinyl-2-((2-methyl-6-(trifluoromethyl)pyridin-3-yl)methyl)-3-oxo-2,3-dihydropyridazin-4-yl)benzonitrile (70 mg, 0.1367 mmol), N-Boc-alanine (24 mg, 0.1367 mmol), EDAC (30 mg, 0.150 mmol), HOBT (20.3 mg, 0.150 mmol) THF (5 ml) and diisopropyl ethyl amine (0.026 ml, 0.150 mmol). The reaction was stirred at rt for 5 hr. After this time the reaction mixture was diluted with EtOAc (25 ml). The resulting solution was washed with water (2×1... Starting materials: C(C)(=O)O (acetic acid), O1C(=CC=C1)C(=O)OC (methyl 2-furoate), CC(=O)C (acetone), CC(C)([O-])C.[K+] (potassium tert-butoxide). Run in O (water), C1(=CC=CC=C1)C (toluene). Reaction conditions: time 8 hour. The product is O1C(=CC=C1)C(CC(C)=O)=O (1-(2-furyl)-1,3-dioxobutane). RXN SMILES: [O:1]1[CH:5]=[CH:4][CH:3]=[C:2]1[C:6]([O:8]C)=O.[CH3:10][C:11]([CH3:13])=[O:12].CC(C)([O-])C.[K+].C(O)(=O)C>C1(C)C=CC=CC=1.O>[O:1]1[CH:5]=[CH:4][CH:3]=[C:2]1[C:6](=[O:8])[CH2:10][C:11](=[O:12])[CH3:13] |f:2.3|. Procedure: A mixture of methyl 2-furoate (23 g, 0.18 mole) and acetone (10.6 g, 0.18 mole) was slowly added to a stirred suspension of potassium tert-butoxide (41 g, 0.36 mole) in anhydrous toluene (300 ml) at 0° C. Upon standing overnight at room temperature, glacial acetic acid (22 ml, 0.36 mole) and then water (100 ml) were added. The organic layer was separated, combined with an ether extract of the aqueous phase, washed with water, dried, and distilled to give 1-(2-furyl)-1,3-dioxobutane: b.p. 66°-70°... The reactants are CC(O)(CO)CCOCc1ccccc1, COC(C)(C)OC, ClCCl, [Na+], O=C([O-])O. The product is CC1(CCOCc2ccccc2)COC(C)(C)O1. RXN SMILES: [CH2:1]([c:2]1[cH:3][cH:4][cH:5][cH:6][cH:7]1)[O:8][CH2:9][CH2:10][C:11]([CH2:12][OH:13])([OH:14])[CH3:15].[CH3:16][O:17][C:18]([CH3:19])([CH3:20])[O:21][CH3:22].[Cl:28][CH2:29][Cl:30].[Na+:27].[O-:23][C:24]([OH:25])=[O:26]>>[CH2:1]([c:2]1[cH:3][cH:4][cH:5][cH:6][cH:7]1)[O:8][CH2:9][CH2:10][C:11]1([CH3:15])[CH2:12][O:13][C:18]([CH3:19])([CH3:20])[O:14]1. The reactants are O (water), C(C)(=O)OCC(CO)=O (1-acetoxy-3-hydroxy-2-propanone), [O-]C#N.[Na+] (sodium cyanate), FC(C(=O)O)(F)F (trifluoroacetic acid). Solvent: C1=CC=CC=C1 (benzene). Reaction conditions: time 3 hour. Yields the product C(C)(=O)OCC(COC(N)=O)=O (1-acetoxy-3-carbamoyloxy-2-propanone). As a reaction SMILES: [C:1]([O:4][CH2:5][C:6](=[O:9])[CH2:7][OH:8])(=[O:3])[CH3:2].[O-:10][C:11]#[N:12].[Na+].FC(F)(F)C(O)=O.O>C1C=CC=CC=1>[C:1]([O:4][CH2:5][C:6](=[O:9])[CH2:7][O:8][C:11](=[O:10])[NH2:12])(=[O:3])[CH3:2] |f:1.2|. Procedure details: To a stirred mixture of 1-acetoxy-3-hydroxy-2-propanone (10.8 g., 0.1 mole) and sodium cyanate (13.0 g., 0.2 mole) in benzene (50 ml.) is slowly added trifluoroacetic acid (15.5 ml., 0.21 mole). The reaction mixture is stirred for three hours, then water (15 ml.) is added. The organic layer is separated, dried and the solvent removed under reduced pressure to afford 1-acetoxy-3-carbamoyloxy-2-propanone. Reactants: CCCCC(=N)OCC, NNC(=O)c1ccncc1, CCO, Cl. The product is CCCCC(=NNC(=O)c1ccncc1)OCC. As a reaction SMILES: [C:12]([CH2:13][CH2:14][CH2:15][CH3:16])([O:17][CH2:18][CH3:19])=[NH:20].[C:1]([c:2]1[cH:3][cH:4][n:5][cH:6][cH:7]1)(=[O:8])[NH:9][NH2:10].[CH3:21][CH2:22][OH:23].[ClH:11]>>[C:1]([c:2]1[cH:3][cH:4][n:5][cH:6][cH:7]1)(=[O:8])[NH:9][N:10]=[C:12]([CH2:13][CH2:14][CH2:15][CH3:16])[O:17][CH2:18][CH3:19]. The reactants are COC(=O)C(Cl)C(=O)COC (CH3O2CCH(Cl)COCH2OCH3), C(C1=CC=CC=C1)(=S)N (thiobenzamide). Run in CCO (EtOH). Yields the product COC(=O)C1=C(N=C(S1)C1=CC=CC=C1)COC (4-Methoxymethyl-2-phenyl-thiazole-5-carboxylic Acid Methyl Ester). Yield: 46.8%. Reaction SMILES: [CH3:1][O:2][C:3]([CH:5]([C:7]([CH2:9][O:10][CH3:11])=O)Cl)=[O:4].[C:12]([NH2:20])(=[S:19])[C:13]1[CH:18]=[CH:17][CH:16]=[CH:15][CH:14]=1>CCO>[CH3:1][O:2][C:3]([C:5]1[S:19][C:12]([C:13]2[CH:18]=[CH:17][CH:16]=[CH:15][CH:14]=2)=[N:20][C:7]=1[CH2:9][O:10][CH3:11])=[O:4]. Procedure details: A solution of CH3O2CCH(Cl)COCH2OCH3 (68 mmole, 1.2 eq), prepared according to De Kimpe et al., Synthesis, 188 (1986), in absolute EtOH (75 ml) was treated with thiobenzamide (7.8 g, 56.7 mmole, 1.0 eq) and the resulting brown mixture refluxed under nitrogen for 8 hours. The mixture was partitioned between ethyl acetate and saturated NaHCO3. The organic layer was washed with water twice and brine, then dried over anhydrous sodium sulfate and concentrated in vacuo to give a brown oil. Silica gel c... Starting materials: C(C1=CC=CC=C1)OC1=C2CCCC(C2=CC=C1)C(=O)NC1=CC=C(C=C1)C(C)C (5-benzyloxy-N-(4-isopropylphenyl)-1,2,3,4-tetrahydronaphthalene-1-carboxamide), C(C)(C)(C)OC(=O)N1N=CC(=C1)CO (1-(tert-butoxycarbonyl)-4-(hydroxymethyl)pyrazole). The product is C(C1=CC=CC=C1)OC1=C2CCCC(C2=CC=C1)C(=O)N(CC=1C=NNC1)C1=CC=C(C=C1)C(C)C (5-benzyloxy-N-(4-isopropylphenyl)-N-[(pyrazol-4-yl)methyl]-1,2,3,4-tetrahydronaphthalene-1-carboxamide). Yield: 42.1%. Reaction SMILES: [CH2:1]([O:8][C:9]1[CH:18]=[CH:17][CH:16]=[C:15]2[C:10]=1[CH2:11][CH2:12][CH2:13][CH:14]2[C:19]([NH:21][C:22]1[CH:27]=[CH:26][C:25]([CH:28]([CH3:30])[CH3:29])=[CH:24][CH:23]=1)=[O:20])[C:2]1[CH:7]=[CH:6][CH:5]=[CH:4][CH:3]=1.C(OC([N:38]1[CH:42]=[C:41]([CH2:43]O)[CH:40]=[N:39]1)=O)(C)(C)C>>[CH2:1]([O:8][C:9]1[CH:18]=[CH:17][CH:16]=[C:15]2[C:10]=1[CH2:11][CH2:12][CH2:13][CH:14]2[C:19]([N:21]([C:22]1[CH:23]=[CH:24][C:25]([CH:28]([CH3:30])[CH3:29])=[CH:26][CH:27]=1)[CH2:43][C:41]1[CH:42]=[N:38][NH:39][CH:40]=1)=[O:20])[C:2]1[CH:3]=[CH:4][CH:5]=[CH:6][CH:7]=1. Procedure details: By the reaction and treatment in the same manner as in Example 82 using 5-benzyloxy-N-(4-isopropylphenyl)-1,2,3,4-tetrahydronaphthalene-1-carboxamide (5.94 g) and 1-(tert-butoxycarbonyl)-4-(hydroxymethyl)pyrazole (2.95 g) as starting materials, 5-benzyloxy-N-(4-isopropylphenyl)-N-[(pyrazol-4-yl)methyl]-1,2,3,4-tetrahydronaphthalene-1-carboxamide (3.00 g) was obtained.